From a dataset of the Open Reaction Database (ORD), a public repository of structured organic reaction records. describe an organic reaction: reactants, conditions, products, and yield The reactants are C(CCC)S(=O)(=O)N (n-butylsulphonamide), [H-].[Na+] (sodium hydride), CN(C)C=O (DMF), CN(C)C=O (DMF), O (water), CS(=O)(=O)OCC1CC(N(CC1)OCC1=CC=CC=C1)=C=O (4-Methanesulphonyloxymethyl-N-benzyloxy-carbonylpiperidine). Run in ClC(Cl)(Cl)Cl (tetrachloromethane). Run at temperature 80 celsius, time 10 minute. Product: C(CCC)S(=O)(=O)NCC1CCN(CC1)C(=O)OCC1=CC=CC=C1 (4-n-butylsulphonylaminomethyl-N-benzyloxycarbonylpiperidine). RXN SMILES: [CH2:1]([S:5]([NH2:8])(=[O:7])=[O:6])[CH2:2][CH2:3][CH3:4].[H-].[Na+].CS(OCC1CCN([O:23][CH2:24][C:25]2[CH:30]=[CH:29][CH:28]=[CH:27][CH:26]=2)C(=C=O)C1)(=O)=O.O.[CH3:34][N:35]([CH:37]=[O:38])[CH3:36]>ClC(Cl)(Cl)Cl>[CH2:1]([S:5]([NH:8][CH2:24][CH:25]1[CH2:30][CH2:36][N:35]([C:37]([O:23][CH2:24][C:25]2[CH:26]=[CH:27][CH:28]=[CH:29][CH:30]=2)=[O:38])[CH2:34][CH2:26]1)(=[O:7])=[O:6])[CH2:2][CH2:3][CH3:4] |f:1.2|. Procedure: A solution of n-butylsulphonamide (500 mg) in DMF (5 ml) was added dropwise to a suspension of sodium hydride (150 mg, 60% dispersion in mineral oil) in DMF (10 ml) and the mixture was stirred for 10 minutes. 4-Methanesulphonyloxymethyl-N-benzyloxy-carbonylpiperidine (1.09 g) was added and the mixture heated at 80° C. for 16 hours. The mixture was cooled, poured into water (100 ml) and extracted with ethyl acetate (3×50 ml). The combined organic extracts were washed with water (3×50 ml) and satu...